From a dataset of the Open Reaction Database (ORD), a public repository of structured organic reaction records. describe an organic reaction: reactants, conditions, products, and yield Starting materials: NC=1C=C2C=NN(C2=CC1)C1=CC=C(C=C1)N (5-amino-1-(4-aminophenyl)indazole), N1C=CC2=CC=C(C=C12)C(=O)O (1H-indole-6-carboxylic acid). Product: N1C=CC2=CC=C(C=C12)C(=O)NC=1C=C2C=NN(C2=CC1)C1=CC=C(C=C1)NC(=O)C1=CC=C2C=CNC2=C1 (N-(4-(5-(1H-Indole-6-carboxamido)-1H-indazol-1-yl)phenyl)-1H-indole-6-carboxamide). As a reaction SMILES: [NH2:1][C:2]1[CH:3]=[C:4]2[C:8](=[CH:9][CH:10]=1)[N:7]([C:11]1[CH:16]=[CH:15][C:14]([NH2:17])=[CH:13][CH:12]=1)[N:6]=[CH:5]2.[NH:18]1[C:26]2[C:21](=[CH:22][CH:23]=[C:24]([C:27]([OH:29])=O)[CH:25]=2)[CH:20]=[CH:19]1>>[NH:18]1[C:26]2[C:21](=[CH:22][CH:23]=[C:24]([C:27]([NH:1][C:2]3[CH:3]=[C:4]4[C:8](=[CH:9][CH:10]=3)[N:7]([C:11]3[CH:16]=[CH:15][C:14]([NH:17][C:27]([C:24]5[CH:25]=[C:26]6[C:21]([CH:20]=[CH:19][NH:18]6)=[CH:22][CH:23]=5)=[O:29])=[CH:13][CH:12]=3)[N:6]=[CH:5]4)=[O:29])[CH:25]=2)[CH:20]=[CH:19]1. Reported procedure: Compound 523 was prepared according to the procedure described in Scheme IV from 5-amino-1-(4-aminophenyl)indazole and 1H-indole-6-carboxylic acid. [M+H]+ calcd for C31H22N6O2: 511.18; found: 511.02. Reactants: O=C(Cl)CCCCCCCBr, N#CCCCCN(OCc1ccccc1)C(=O)CCCCCCCNOCc1ccccc1, N#CCCCCN(OCc1ccccc1)C(=O)CCCCCl. Product: N#CCCCCN(OCc1ccccc1)C(=O)CCCCCCCN(OCc1ccccc1)C(=O)CCCCCCCBr. Reaction SMILES: [Br:34][CH2:35][CH2:36][CH2:37][CH2:38][CH2:39][CH2:40][CH2:41][C:42](=[O:43])[Cl:44].[CH2:1]([c:2]1[cH:3][cH:4][cH:5][cH:6][cH:7]1)[O:8][N:9]([CH2:10][CH2:11][CH2:12][CH2:13][C:14]#[N:15])[C:16]([CH2:17][CH2:18][CH2:19][CH2:20][CH2:21][CH2:22][CH2:23][NH:24][O:25][CH2:26][c:27]1[cH:28][cH:29][cH:30][cH:31][cH:32]1)=[O:33].[CH2:45]([O:46][N:47]([CH2:48][CH2:49][CH2:50][CH2:51][C:52]#[N:53])[C:54](=[O:55])[CH2:56][CH2:57][CH2:58][CH2:59][Cl:60])[c:61]1[cH:62][cH:63][cH:64][cH:65][cH:66]1>>[CH2:1]([c:2]1[cH:3][cH:4][cH:5][cH:6][cH:7]1)[O:8][N:9]([CH2:10][CH2:11][CH2:12][CH2:13][C:14]#[N:15])[C:16]([CH2:17][CH2:18][CH2:19][CH2:20][CH2:21][CH2:22][CH2:23][N:24]([O:25][CH2:26][c:27]1[cH:28][cH:29][cH:30][cH:31][cH:32]1)[C:42]([CH2:41][CH2:40][CH2:39][CH2:38][CH2:37][CH2:36][CH2:35][Br:34])=[O:43])=[O:33]. Starting materials: BrCC=CC#CC(C)(C)C (1-bromo-6,6-dimethylhept-2-en-4-yne), CN (methylamine). Product: CNCC=CC#CC(C)(C)C (N-methyl-N-(6,6-dimethylhept-2-en-4-ynyl)amine). RXN SMILES: Br[CH2:2][CH:3]=[CH:4][C:5]#[C:6][C:7]([CH3:10])([CH3:9])[CH3:8].[CH3:11][NH2:12]>>[CH3:11][NH:12][CH2:2][CH:3]=[CH:4][C:5]#[C:6][C:7]([CH3:10])([CH3:9])[CH3:8]. Procedure: Reacting 1-bromo-6,6-dimethylhept-2-en-4-yne with excess methylamine to form N-methyl-N-(6,6-dimethylhept-2-en-4-ynyl)amine.